The task is: describe an organic reaction: reactants, conditions, products, and yield. This data is from the Open Reaction Database (ORD), a public repository of structured organic reaction records. Reactants: Cl.CC1=C(N=C(O1)C1=CC=CC=C1)CCN (2-(5-methyl-2-phenyloxazol-4-yl)ethanamine hydrochloride), CCCP1(=O)OP(=O)(OP(=O)(O1)CCC)CCC (1-propanephosphonic acid cyclic anhydride), C(C)(C)N(C(C)C)CC (N,N-diisopropylethylamine), OS(=O)(=O)[O-].[K+] (KHSO4), C(C)OC(=O)C=1C=NN(C1C(=O)O)C (4-(ethoxycarbonyl)-1-methyl-1H-pyrazole-5-carboxylic acid). Procedure: To a suspension of 4-(ethoxycarbonyl)-1-methyl-1H-pyrazole-5-carboxylic acid (500 mg, 2.52 mmol, prepared as described in US 2011/0071128) in THF (12.5 mL) were added 2-(5-methyl-2-phenyloxazol-4-yl)ethanamine hydrochloride (602 mg, 2.52 mmol), 1-propanephosphonic acid cyclic anhydride (4.01 g, 3.75 mL, 6.31 mmol) and N,N-diisopropylethylamine (2.61 g, 3.53 mL, 20.2 mmol) at RT. The mixture was stirred at 70° C. for 2 h, poured into KHSO4 (10% aqueous solution, 50 mL) and extracted with ethyl ac... Yield: 76.3%. RXN SMILES: [CH2:1]([O:3][C:4]([C:6]1[CH:7]=[N:8][N:9]([CH3:14])[C:10]=1[C:11]([OH:13])=O)=[O:5])[CH3:2].Cl.[CH3:16][C:17]1[O:21][C:20]([C:22]2[CH:27]=[CH:26][CH:25]=[CH:24][CH:23]=2)=[N:19][C:18]=1[CH2:28][CH2:29][NH2:30].CCCP1(OP(CCC)(=O)OP(CCC)(=O)O1)=O.C(N(CC)C(C)C)(C)C.OS([O-])(=O)=O.[K+]>C1COCC1>[CH3:14][N:9]1[C:10]([C:11](=[O:13])[NH:30][CH2:29][CH2:28][C:18]2[N:19]=[C:20]([C:22]3[CH:27]=[CH:26][CH:25]=[CH:24][CH:23]=3)[O:21][C:17]=2[CH3:16])=[C:6]([C:4]([O:3][CH2:1][CH3:2])=[O:5])[CH:7]=[N:8]1 |f:1.2,5.6|. Solvent: C1CCOC1 (THF). Conditions: temperature 70 celsius, time 2 hour. Yields the product CN1N=CC(=C1C(NCCC=1N=C(OC1C)C1=CC=CC=C1)=O)C(=O)OCC (Ethyl 1-methyl-5-(2-(5-methyl-2-phenyloxazol-4-yl)ethylcarbamoyl)-1H-pyrazole-4-carboxylate). The reactants are BrCCCCCCCBr, O=C([O-])[O-], CN(C)C=O, [K+], [K+], O, Sc1ncccn1. The product is BrCCCCCCCSc1ncccn1. RXN SMILES: [Br:14][CH2:15][CH2:16][CH2:17][CH2:18][CH2:19][CH2:20][CH2:21][Br:22].[C:1](=[O:2])([O-:3])[O-:4].[CH3:24][N:25]([CH3:26])[CH:27]=[O:28].[K+:5].[K+:6].[OH2:23].[SH:7][c:8]1[n:9][cH:10][cH:11][cH:12][n:13]1>>[S:7]([c:8]1[n:9][cH:10][cH:11][cH:12][n:13]1)[CH2:21][CH2:20][CH2:19][CH2:18][CH2:17][CH2:16][CH2:15][Br:14]. Starting materials: CN(N)C(=S)Nc1ccccc1, CN(C)C=O, O=C1OC(=O)c2ccccc21, O. Yields the product CN(NC(=O)c1ccccc1C(=O)O)C(=S)Nc1ccccc1. As a reaction SMILES: [CH3:1][N:2]([NH2:3])[C:4](=[S:5])[NH:6][c:7]1[cH:8][cH:9][cH:10][cH:11][cH:12]1.[CH3:25][N:26]([CH3:27])[CH:28]=[O:29].[O:13]=[C:14]1[O:15][C:16](=[O:17])[c:18]2[cH:19][cH:20][cH:21][cH:22][c:23]21.[OH2:24]>>[CH3:1][N:2]([NH:3][C:16](=[O:17])[c:18]1[cH:19][cH:20][cH:21][cH:22][c:23]1[C:14](=[O:13])[OH:15])[C:4](=[S:5])[NH:6][c:7]1[cH:8][cH:9][cH:10][cH:11][cH:12]1. The reactants are COC(C(=O)NC1=CC=CC2=CC=CC=C12)=O (N-Naphthalen-1-yl-oxalamic acid methyl ester). Run in C1CCOC1 (THF), [OH-].[Li+] (lithium hydroxide). Conditions: temperature 50 celsius, time 2 hour. The product is C1(=CC=CC2=CC=CC=C12)NC(C(=O)O)=O (N-Naphthalen-1-yl-oxalamic acid). The yield is 97.5%. Reaction SMILES: C[O:2][C:3](=[O:17])[C:4]([NH:6][C:7]1[C:16]2[C:11](=[CH:12][CH:13]=[CH:14][CH:15]=2)[CH:10]=[CH:9][CH:8]=1)=[O:5]>C1COCC1.[OH-].[Li+]>[C:7]1([NH:6][C:4](=[O:5])[C:3]([OH:17])=[O:2])[C:16]2[C:11](=[CH:12][CH:13]=[CH:14][CH:15]=2)[CH:10]=[CH:9][CH:8]=1 |f:2.3|. Reported procedure: To N-Naphthalen-1-yl-oxalamic acid methyl ester (0.14 g, 0.61 mmol) stirring in THF (2 mL) was added 2 mL of a IN lithium hydroxide solution. The reaction was heated to 50° C. and stirred for 2 h. The resulting mixture was concentrated in vacuo to afford a yellow residue that was acidified with 1N HCL. The resulting mixture was extracted with DCM (3×50 mL), dried over MgSO4 and concentrated under vacuum to afford crude product. The crude material was purified by flash chromatography (0-20% MeOH:... Product: FC(C(=O)NCCC[S@](=O)[C@H]1CC2C(C[C@H]3[C@@H]4CCC([C@@]4(C)CC[C@@H]3[C@]2(CC1)C)=O)=C)(F)F (3α-[(S)-3-trifluoroacetamidopropylsulfinyl]-6-methyleneandrostane-17-one). As a reaction SMILES: [F:1][C:2]([F:32])([F:31])[C:3]([NH:5][CH2:6][CH2:7][CH2:8][S:9][C@@H:10]1[CH2:27][CH2:26][C@@:25]2([CH3:28])[CH:12]([C:13](=[CH2:30])[CH2:14][C@@H:15]3[C@@H:24]2[CH2:23][CH2:22][C@@:20]2([CH3:21])[C@H:16]3[CH2:17][CH2:18][C:19]2=[O:29])[CH2:11]1)=[O:4].C[N+]1([O-])CC[O:37]CC1>CC#N.CCC[N+](CCC)(CCC)CCC.[O-][Ru](=O)(=O)=O>[F:32][C:2]([F:1])([F:31])[C:3]([NH:5][CH2:6][CH2:7][CH2:8][S@@:9]([C@@H:10]1[CH2:27][CH2:26][C@@:25]2([CH3:28])[CH:12]([C:13](=[CH2:30])[CH2:14][C@@H:15]3[C@@H:24]2[CH2:23][CH2:22][C@@:20]2([CH3:21])[C@H:16]3[CH2:17][CH2:18][C:19]2=[O:29])[CH2:11]1)=[O:37])=[O:4] |f:3.4|. Solvent: CC#N (CH3CN). Yield: 34.0%. Reported procedure: To a solution of 3α-(3-trifluoroacetamidopropylthio)-6-methyleneandrostane-17-one (Prepn. 82, 286 mg) in dry CH3CN (14 mL), NMO (213 mg) and molecular sieves (4 Å, 280 mg) were added followed by the addition of TPAP (10.6 mg). After 1 h at room temperature the mixture was evaporated to dryness. The residue was purified by flash chromatography (SiO2, n-hexane/acetone 65/35) to give 3α-[(S)-3-trifluoroacetamidopropylsulfinyl]-6-methyleneandrostane-17-one (100 mg, 34% yield). 1H-NMR (300 MHz, DMSO-... Reagents/catalysts: CCC[N+](CCC)(CCC)CCC.[O-][Ru](=O)(=O)=O (TPAP). Starting materials: C[N+]1(CCOCC1)[O-] (NMO), FC(C(=O)NCCCS[C@H]1CC2C(C[C@H]3[C@@H]4CCC([C@@]4(C)CC[C@@H]3[C@]2(CC1)C)=O)=C)(F)F (3α-(3-trifluoroacetamidopropylthio)-6-methyleneandrostane-17-one). The reactants are CO, CCOC(=O)C1=Cc2cc(Cl)ccc2OC1C(F)(F)F, Cl, [Li+], [OH-], O. Yields the product O=C(O)C1=Cc2cc(Cl)ccc2OC1C(F)(F)F. Reaction SMILES: [CH3:24][OH:25].[Cl:1][c:2]1[cH:3][cH:4][c:5]2[c:6]([cH:20]1)[CH:7]=[C:8]([C:15](=[O:16])[O:17][CH2:18][CH3:19])[CH:9]([C:11]([F:12])([F:13])[F:14])[O:10]2.[ClH:23].[Li+:21].[OH-:22].[OH2:26]>>[Cl:1][c:2]1[cH:3][cH:4][c:5]2[c:6]([cH:20]1)[CH:7]=[C:8]([C:15](=[O:16])[OH:17])[CH:9]([C:11]([F:12])([F:13])[F:14])[O:10]2. Starting materials: C(=O)[O-].[Na+] (sodium formate), OC1=C(C=O)C=CC(=C1)O (2,4-dihydroxybenzaldehyde), S(=O)(=O)([O-])[O-].O[NH3+].O[NH3+] (hydroxyl ammonium sulfate). Run in C(=O)O (formic acid). Run at temperature 33 celsius, time 10 minute. Yields the product OC1=C(C#N)C=CC(=C1)O (2,4-dihydroxybenzonitrile). Isolated yield 117.7%. As a reaction SMILES: [OH:1][C:2]1[CH:9]=[C:8]([OH:10])[CH:7]=[CH:6][C:3]=1[CH:4]=O.C([O-])=O.[Na+].S([O-])([O-])(=O)=O.O[NH3+:21].O[NH3+]>C(O)=O>[OH:1][C:2]1[CH:9]=[C:8]([OH:10])[CH:7]=[CH:6][C:3]=1[C:4]#[N:21] |f:1.2,3.4.5|. Procedure details: In a double walled reactor 50.0 g (0.362 mol, 1.0 meq) 2,4-dihydroxybenzaldehyde were added to 180 mL formic acid, which resulted in a brown suspension at room temperature. Then 45.8 g (0.673 mol, 1.8 meq) sodium formate were added over 2 min, and the temperature increased to 33° C. After the temperature decreased to 30° C., 35.6 g (0.217 mol, 1.2 meq) hydroxyl ammonium sulfate were added during 3 min to give a thick brown suspension which became a brown solution after stirring 10 min at 30-32° ... Reactants: CCOC(C)=O, Cc1ccc(OCCCN=[N+]=[N-])cc1C, [H][H]. Product: Cc1ccc(OCCCN)cc1C. As a reaction SMILES: [CH3:18][CH2:19][O:20][C:21](=[O:22])[CH3:23].[CH3:1][c:2]1[cH:3][c:4]([O:5][CH2:6][CH2:7][CH2:8][N:9]=[N+:10]=[N-:11])[cH:12][cH:13][c:14]1[CH3:15].[H:16][H:17]>>[CH3:1][c:2]1[cH:3][c:4]([O:5][CH2:6][CH2:7][CH2:8][NH2:9])[cH:12][cH:13][c:14]1[CH3:15].